Dataset: the Open Reaction Database (ORD), a public repository of structured organic reaction records. Task: describe an organic reaction: reactants, conditions, products, and yield Yields the product COc1cc(C(=O)NC2CCN(C)CC2)ccc1Nc1ncc2c(n1)N(C(C)C)CC(F)(F)C(=O)N2C. RXN SMILES: [CH:60]([OH:61])([CH3:62])[CH3:63].[Cl:1][c:2]1[n:3][cH:4][c:5]2[c:6]([n:19]1)[N:7]([CH:16]([CH3:17])[CH3:18])[CH2:8][C:9]([F:14])([F:15])[C:10](=[O:13])[N:11]2[CH3:12].[Cl:57][CH2:58][Cl:59].[NH2:20][c:21]1[c:22]([O:37][CH3:38])[cH:23][c:24]([C:25](=[O:26])[NH:27][CH:28]2[CH2:29][CH2:30][N:31]([CH3:34])[CH2:32][CH2:33]2)[cH:35][cH:36]1.[Na+:51].[Na+:52].[O-:53][C:54](=[O:55])[O-:56].[OH2:39].[c:40]1([CH3:41])[cH:42][cH:43][c:44]([S:45]([OH:46])(=[O:47])=[O:48])[cH:49][cH:50]1>>[c:2]1([NH:20][c:21]2[c:22]([O:37][CH3:38])[cH:23][c:24]([C:25](=[O:26])[NH:27][CH:28]3[CH2:29][CH2:30][N:31]([CH3:34])[CH2:32][CH2:33]3)[cH:35][cH:36]2)[n:3][cH:4][c:5]2[c:6]([n:19]1)[N:7]([CH:16]([CH3:17])[CH3:18])[CH2:8][C:9]([F:14])([F:15])[C:10](=[O:13])[N:11]2[CH3:12]. The reactants are CC(C)O, CC(C)N1CC(F)(F)C(=O)N(C)c2cnc(Cl)nc21, ClCCl, COc1cc(C(=O)NC2CCN(C)CC2)ccc1N, [Na+], [Na+], O=C([O-])[O-], O, Cc1ccc(S(=O)(=O)O)cc1.